This data is from the Open Reaction Database (ORD), a public repository of structured organic reaction records. The task is: describe an organic reaction: reactants, conditions, products, and yield Reported procedure: 2-Chloro-9-cyclopentyl-7,7-difluoro-8,9-dihydro-5H-pyrimido[4,5-b][1,4]diazepin-6(7H)-one (3598 g, 11.89 mol) was dissolved in NMP (11.108 kg) and cooled to about −3° C. A 1 M solution of NaAHMDS (11.919 kg, 1.1 eq.) was added over a period of 80 minutes maintaining the temperature below 4° C. Iodomethane (1.858 kg) was added over a period of 10 minutes maintaining the temperature below 35° C. The addition funnel was washed with THF. The temperature was adjusted to 20 to 25° C. and the reaction ... Run at temperature -3 celsius, time 3 hour. Run in CN1CCCC1=O (NMP). Yields the product ClC=1N=CC2=C(N(CC(C(N2C)=O)(F)F)C2CCCC2)N1 (2-chloro-9-cyclopentyl-7,7-difluoro-5-methyl-8,9-dihydro-5H-pyrimido[4,5-b][1,4]diazepin-6(7H)-one). Reactants: solution, ClC=1N=CC2=C(N(CC(C(N2)=O)(F)F)C2CCCC2)N1 (2-Chloro-9-cyclopentyl-7,7-difluoro-8,9-dihydro-5H-pyrimido[4,5-b][1,4]diazepin-6(7H)-one), IC (Iodomethane). Reaction SMILES: [Cl:1][C:2]1[N:3]=[CH:4][C:5]2[NH:11][C:10](=[O:12])[C:9]([F:14])([F:13])[CH2:8][N:7]([CH:15]3[CH2:19][CH2:18][CH2:17][CH2:16]3)[C:6]=2[N:20]=1.I[CH3:22]>CN1C(=O)CCC1>[Cl:1][C:2]1[N:3]=[CH:4][C:5]2[N:11]([CH3:22])[C:10](=[O:12])[C:9]([F:14])([F:13])[CH2:8][N:7]([CH:15]3[CH2:19][CH2:18][CH2:17][CH2:16]3)[C:6]=2[N:20]=1. Starting materials: N1=CC=C(C=C1)CCCCl (3-(4-Pyridyl) 1-chloropropane), [N-]=[N+]=[N-].[Na+] (sodium azide). Run in CCOC(=O)C (EtOAc), CS(=O)C (DMSO). Conditions: temperature 65 celsius. Product: N1=CC=C(C=C1)CCCN=[N+]=[N-] (3-(4-Pyridyl)-1-propylazide). As a reaction SMILES: [N:1]1[CH:6]=[CH:5][C:4]([CH2:7][CH2:8][CH2:9]Cl)=[CH:3][CH:2]=1.[N-:11]=[N+:12]=[N-:13].[Na+]>CS(C)=O.CCOC(C)=O>[N:1]1[CH:6]=[CH:5][C:4]([CH2:7][CH2:8][CH2:9][N:11]=[N+:12]=[N-:13])=[CH:3][CH:2]=1 |f:1.2|. Procedure: A solution of 2-3 (7 g, 41.2 mmol) in DMSO (150 mL) was treated with sodium azide (2 g, 45.3 mmol) and heated to 65° C. for 72 h. The solution was diluted with EtOAc, washed with H2O and saturated NaHCO3. The H2O washing was basified to pH11 and extracted with EtOAc. The organic layers were combined, dried with brine and MgSO4, filtered and evaporated to give 2-4 as a yellow oil. The reactants are ClC1=C(C(=O)Cl)C=CC=C1 (o-chlorobenzoyl chloride), N1CCC(CC1)CN1CCC(CC1)CNC(=O)C1=CC=CC=2NC(=NC21)C(C)C (2-isopropyl-1H-benzoimidazole-4-carboxylic acid (1-piperidin-4-ylmethylpiperidin-4-ylmethyl)amide), C(C)(C)N(C(C)C)CC (N,N-diisopropylethylamine), ClCCl (dichloromethane). Run in O1CCCC1 (tetrahydrofuran), CN(C=O)C (N,N-dimethylformamide). Reaction conditions: time 0.5 hour. Product: ClC1=C(C(=O)N2CCC(CC2)CN2CCC(CC2)CNC(=O)C2=CC=CC=3NC(=NC32)C(C)C)C=CC=C1 (2-isopropyl-1H-benzoimidazole-4-carboxylic acid {1-[1-(2-chlorobenzoyl)piperidin-4-ylmethyl]piperidin-4-ylmethyl}amide). The yield is 61.6%. RXN SMILES: [NH:1]1[CH2:6][CH2:5][CH:4]([CH2:7][N:8]2[CH2:13][CH2:12][CH:11]([CH2:14][NH:15][C:16]([C:18]3[C:26]4[N:25]=[C:24]([CH:27]([CH3:29])[CH3:28])[NH:23][C:22]=4[CH:21]=[CH:20][CH:19]=3)=[O:17])[CH2:10][CH2:9]2)[CH2:3][CH2:2]1.C(N(CC)C(C)C)(C)C.ClCCl.[Cl:42][C:43]1[CH:51]=[CH:50][CH:49]=[CH:48][C:44]=1[C:45](Cl)=[O:46]>O1CCCC1.CN(C)C=O>[Cl:42][C:43]1[CH:51]=[CH:50][CH:49]=[CH:48][C:44]=1[C:45]([N:1]1[CH2:2][CH2:3][CH:4]([CH2:7][N:8]2[CH2:9][CH2:10][CH:11]([CH2:14][NH:15][C:16]([C:18]3[C:26]4[N:25]=[C:24]([CH:27]([CH3:29])[CH3:28])[NH:23][C:22]=4[CH:21]=[CH:20][CH:19]=3)=[O:17])[CH2:12][CH2:13]2)[CH2:5][CH2:6]1)=[O:46]. Reported procedure: To a suspension of 2-isopropyl-1H-benzoimidazole-4-carboxylic acid (1-piperidin-4-ylmethylpiperidin-4-ylmethyl)amide (2.1 g, 5.29 mmol) in tetrahydrofuran (26 mL) at room temperature was added N,N-diisopropylethylamine (2.05 g, 15.87 mmol), dichloromethane (12 mL) and N,N-dimethylformamide (5 mL). To the resulting suspension was slowly added o-chlorobenzoyl chloride (1.02 g, 5.82 mmol), and the reaction mixture was stirred for 0.5 h at room temperature. The solution was concentrated in vacuo, th... Starting materials: CC1=C(N(C=C1)C1=CC=C(C=C1)CN1C(=NC(=C1Cl)Cl)CCCC)C(=O)[O-] (methyl-[4-[(2-n-butyl-4,5-dichloroimidazolyl)methyl]phenyl]-1H-pyrrole-2-carboxylate). Solvent: CO (methanol), [OH-].[Na+] (sodium hydroxide), O (water). The product is C(CCC)C=1N(C(=C(N1)Cl)Cl)CC1=CC=C(C=C1)N1C(=CC=C1)C(=O)O ([4-[(2-n-butyl-4,5-dichloroimidazolyl)methyl]phenyl]-1H-pyrrole-2-carboxylic acid). Reaction SMILES: C[C:2]1[CH:6]=[CH:5][N:4]([C:7]2[CH:12]=[CH:11][C:10]([CH2:13][N:14]3[C:18]([Cl:19])=[C:17]([Cl:20])[N:16]=[C:15]3[CH2:21][CH2:22][CH2:23][CH3:24])=[CH:9][CH:8]=2)[C:3]=1[C:25]([O-:27])=[O:26]>CO.[OH-].[Na+].O>[CH2:21]([C:15]1[N:14]([CH2:13][C:10]2[CH:11]=[CH:12][C:7]([N:4]3[CH:5]=[CH:6][CH:2]=[C:3]3[C:25]([OH:27])=[O:26])=[CH:8][CH:9]=2)[C:18]([Cl:19])=[C:17]([Cl:20])[N:16]=1)[CH2:22][CH2:23][CH3:24] |f:2.3|. Procedure details: A solution of 250 mg of the methyl ester from Example 1, Step (i) in 25 mL of methanol and 25 mL of sodium hydroxide in water (10%) was stirred at ambient temperature overnight. The methanol was removed in vacuo and the pH adjusted to 4 with hydrochloric acid which caused the acid to precipitate. The product was collected by filtration: m.p. 181°-182° C.; MS(FAB) m/e(rel intensity 392 (60, M+H+), 200(100); HRMS. Calcd for M+H: 392.0933; found: 392.0967. Reactants: ClS(=O)(=O)C1=CC=C2C(=CNC(C2=C1)=O)C(=O)O (7-(Chlorosulfonyl)-1-oxo-1,2-dihydroisoquinoline-4-carboxylic acid), N1CCC1 (azetidine), C(C)(C)N(CC)C(C)C (diisopropylethylamine). Solvent: O1CCCC1 (tetrahydrofuran), C(C)#N (acetonitrile). Reaction conditions: time 72 hour. The product is N1(CCC1)S(=O)(=O)C1=CC=C2C(=CNC(C2=C1)=O)C(=O)O (7-(azetidin-1-ylsulfonyl)-1-oxo-1,2-dihydroisoquinoline-4-carboxylic acid). Reaction SMILES: Cl[S:2]([C:5]1[CH:14]=[C:13]2[C:8]([C:9]([C:16]([OH:18])=[O:17])=[CH:10][NH:11][C:12]2=[O:15])=[CH:7][CH:6]=1)(=[O:4])=[O:3].[NH:19]1[CH2:22][CH2:21][CH2:20]1.C(N(C(C)C)CC)(C)C>O1CCCC1.C(#N)C>[N:19]1([S:2]([C:5]2[CH:14]=[C:13]3[C:8]([C:9]([C:16]([OH:18])=[O:17])=[CH:10][NH:11][C:12]3=[O:15])=[CH:7][CH:6]=2)(=[O:4])=[O:3])[CH2:22][CH2:21][CH2:20]1. Procedure: 7-(Chlorosulfonyl)-1-oxo-1,2-dihydroisoquinoline-4-carboxylic acid (1 g) was added to azetidine (0.7 ml) and diisopropylethylamine (0.4 ml) in tetrahydrofuran (5 ml) and acetonitrile (5 ml) and the mixture was stirred for 72 h then evaporated. The solid was crystallised from methanol then hydrochloric acid was added to acidify the mixture, which was filtered to yield 7-(azetidin-1-ylsulfonyl)-1-oxo-1,2-dihydroisoquinoline-4-carboxylic acid as a white solid. Reactants: [H-].[Al+3].[Li+].[H-].[H-].[H-] (lithium aluminum hydride), C(C)N(CC)C=1SC=C(N1)C(=O)OCC (ethyl 2-(N,N-diethylamino)thiazole-4-carboxylate), C(C)(=O)OCC (ethyl acetate), [C@@H]([C@H](C(=O)[O-])O)(C(=O)[O-])O.[Na+].[K+] (Rochelle's salt). Run in C1(=CC=CC=C1)C (toluene), C1CCOC1 (THF), C1CCOC1 (THF). Run at temperature 0 celsius, time 1 hour. Product: C(C)N(CC)C=1SC=C(N1)CO (2-(N,N-Diethylamino)-4-(hydroxymethyl)thiazole). The yield is 73.9%. RXN SMILES: [H-].[Al+3].[Li+].[H-].[H-].[H-].[CH2:7]([N:9]([C:12]1[S:13][CH:14]=[C:15]([C:17](OCC)=[O:18])[N:16]=1)[CH2:10][CH3:11])[CH3:8].[C@H](O)(C([O-])=O)[C@@H](O)C([O-])=O.[Na+].[K+].C(OCC)(=O)C>C1(C)C=CC=CC=1.C1COCC1>[CH2:7]([N:9]([C:12]1[S:13][CH:14]=[C:15]([CH2:17][OH:18])[N:16]=1)[CH2:10][CH3:11])[CH3:8] |f:0.1.2.3.4.5,7.8.9|. Procedure: A solution of 3.14 ml of lithium aluminum hydride in toluene was diluted in a dry flask under N2 atmosphere with 30 ml of THF. The resulting mixture was cooled to 0° C. and treated dropwise with a solution of 1.43 g (6.28 mmol) of ethyl 2-(N,N-diethylamino)thiazole-4-carboxylate in 5 ml of THF. After addition, the solution was allowed to warm slowly to ambient temperature, stirred for 1 h, recooled to 0° C., and treated with a small amount of aqueous Rochelle's salt followed by ethyl acetate. Af...